Dataset: the Open Reaction Database (ORD), a public repository of structured organic reaction records. Task: describe an organic reaction: reactants, conditions, products, and yield The reactants are CC(c1ccc(Br)cc1Cl)C(O)(c1ccc2oc(=O)n(C)c2c1)C(F)(F)F, COC(=O)c1ccc(B(O)O)c(F)c1. The product is COC(=O)c1ccc(-c2ccc(C(C)C(O)(c3ccc4oc(=O)n(C)c4c3)C(F)(F)F)c(Cl)c2)c(F)c1. RXN SMILES: [Br:1][c:2]1[cH:3][c:4]([Cl:27])[c:5]([CH:8]([C:9]([C:10]([F:11])([F:12])[F:13])([OH:14])[c:15]2[cH:16][cH:17][c:18]3[c:19]([n:20]([CH3:24])[c:21](=[O:23])[o:22]3)[cH:25]2)[CH3:26])[cH:6][cH:7]1.[F:28][c:29]1[c:30]([B:39]([OH:40])[OH:41])[cH:31][cH:32][c:33]([C:35](=[O:36])[O:37][CH3:38])[cH:34]1>>[c:2]1(-[c:30]2[c:29]([F:28])[cH:34][c:33]([C:35](=[O:36])[O:37][CH3:38])[cH:32][cH:31]2)[cH:3][c:4]([Cl:27])[c:5]([CH:8]([C:9]([C:10]([F:11])([F:12])[F:13])([OH:14])[c:15]2[cH:16][cH:17][c:18]3[c:19]([n:20]([CH3:24])[c:21](=[O:23])[o:22]3)[cH:25]2)[CH3:26])[cH:6][cH:7]1. Reactants: ClC1=C(C(=O)O)C=CC=C1OC (2-chloro-3-methoxybenzoic acid), Br (hydrobromic acid). Run in C(C)(=O)O (acetic acid). Yields the product ClC1=C(C(=O)O)C=CC=C1O (2-chloro-3-hydroxybenzoic acid). As a reaction SMILES: [Cl:1][C:2]1[C:10]([O:11]C)=[CH:9][CH:8]=[CH:7][C:3]=1[C:4]([OH:6])=[O:5].Br>C(O)(=O)C>[Cl:1][C:2]1[C:10]([OH:11])=[CH:9][CH:8]=[CH:7][C:3]=1[C:4]([OH:6])=[O:5]. Reported procedure: To a solution of 2-chloro-3-methoxybenzoic acid (52.1 g, 279 mmol) in acetic acid (200 mL) was added 40% hydrobromic acid (50 mL), and the mixture was heated under reflux for 4 days. The reaction mixture was cooled to room temperature, and concentrated under reduced pressure to give 2-chloro-3-hydroxybenzoic acid as a colorless solid.